Dataset: the Open Reaction Database (ORD), a public repository of structured organic reaction records. Task: describe an organic reaction: reactants, conditions, products, and yield Starting materials: C(C1=CC=CC=C1)OC1(CC1)C1=CC=C(C=C1)C#CC1=CC=C(C=C1)CC(=O)OC (methyl {4-[4-(1-benzyloxycyclopropyl)-phenylethynyl]-phenyl}-acetate), C(C1=CC=CC=C1)OC1(CC1)C1=CC=C(C=C1)C#CC1=CC=C(C=C1)CC(=O)OC (methyl {4-[4-(1-benzyloxycyclopropyl)-phenylethynyl]-phenyl}-acetate), [OH-].[Na+] (NaOH), aqueous solution. The solvent is C(C)O (ethanol), O1CCCC1 (tetrahydrofuran). Conditions: time 8 hour. Yields the product C(C1=CC=CC=C1)OC1(CC1)C1=CC=C(C=C1)C#CC1=CC=C(C(=O)O)C=C1 (4-[4-(1-Benzyloxycyclopropyl)-phenylethynyl]-benzoic acid). The yield is 81.0%. Reaction SMILES: [CH2:1]([O:8][C:9]1([C:12]2[CH:17]=[CH:16][C:15]([C:18]#[C:19]C3C=CC(CC(OC)=O)=CC=3)=[CH:14][CH:13]=2)[CH2:11][CH2:10]1)[C:2]1[CH:7]=[CH:6][CH:5]=[CH:4][CH:3]=1.[OH-:31].[Na+]>C(O)C.O1CCCC1>[CH2:1]([O:8][C:9]1([C:12]2[CH:19]=[CH:18][C:15]([C:16]#[C:17][C:5]3[CH:6]=[CH:7][C:2]([C:1]([OH:8])=[O:31])=[CH:3][CH:4]=3)=[CH:14][CH:13]=2)[CH2:11][CH2:10]1)[C:2]1[CH:7]=[CH:6][CH:5]=[CH:4][CH:3]=1 |f:1.2|. Procedure details: Using General Procedure I; a solution of methyl {4-[4-(1-benzyloxycyclopropyl)-phenylethynyl]-phenyl}-acetate (Compound 76, 45.0 mg, 0.11 mmol) in ethanol (3 mL) and tetrahydrofuran (3 mL) was treated with NaOH (80.0 mg, 2.0 mmols, 2.0 mL of a 1N aqueous solution) and stirred overnight at room temperature. Work-up afforded 35.0 mg (81%) of the title compound as a pale-yellow solid.